This data is from the Open Reaction Database (ORD), a public repository of structured organic reaction records. The task is: describe an organic reaction: reactants, conditions, products, and yield The reactants are NC=1SC=2CCN(CCC2N1)CC#C (2-amino-6-propargyl-4,5,7,8-tetrahydro-6H-thiazolo[5,4-d]azepine), BrC1=CC=C(C#N)C=C1 (4-bromo-benzonitrile), CC(=O)C (acetone). The reagents and catalysts are [Cu]I.Cl[Pd]([P](C1=CC=CC=C1)(C2=CC=CC=C2)C3=CC=CC=C3)([P](C4=CC=CC=C4)(C5=CC=CC=C5)C6=CC=CC=C6)Cl (copper(I)iodide bis(triphenyl-phosphine)palladium dichloride). Run in C(C)NCC (diethylamine). Yields the product NC=1SC=2CCN(CCC2N1)CC#CC1=CC=C(C=C1)C#N (2-Amino-6-(3-(4-cyano-phenyl)-2-propyn-1-yl)-4,5,7,8-tetrahydro-6H-thiazolo[5,4-d]azepine). As a reaction SMILES: [NH2:1][C:2]1[S:3][C:4]2[CH2:5][CH2:6][N:7]([CH2:12][C:13]#[CH:14])[CH2:8][CH2:9][C:10]=2[N:11]=1.Br[C:16]1[CH:23]=[CH:22][C:19]([C:20]#[N:21])=[CH:18][CH:17]=1.CC(C)=O>C(NCC)C.[Cu]I.Cl[Pd](Cl)([P](C1C=CC=CC=1)(C1C=CC=CC=1)C1C=CC=CC=1)[P](C1C=CC=CC=1)(C1C=CC=CC=1)C1C=CC=CC=1>[NH2:1][C:2]1[S:3][C:4]2[CH2:5][CH2:6][N:7]([CH2:12][C:13]#[C:14][C:16]3[CH:23]=[CH:22][C:19]([C:20]#[N:21])=[CH:18][CH:17]=3)[CH2:8][CH2:9][C:10]=2[N:11]=1 |f:4.5,^1:37,56|. Procedure: Prepared analogously to Example 10 from 2-amino-6-propargyl-4,5,7,8-tetrahydro-6H-thiazolo[5,4-d]azepine, 4-bromo-benzonitrile and copper(I)iodide/bis(triphenyl-phosphine)palladium dichloride in diethylamine for 6 hours at ambient temperature. Yield: 46% of theory, Melting point: 174°-176° C. (acetone).